This data is from the Open Reaction Database (ORD), a public repository of structured organic reaction records. The task is: describe an organic reaction: reactants, conditions, products, and yield Starting materials: [N+](=O)([O-])C1=CC=C(C=C1)OC(=O)C=1C2=C(C(=NC1)OC)OC(=C2)CC (2-ethyl-7-methoxyfuro[2,3-c]pyridine-4-carboxylic acid 4-nitrophenyl ester), FC1=C(N)C(=CC(=C1)F)F (2,4,6-trifluoroaniline). Yields the product FC1=C(C(=CC(=C1)F)F)NC(=O)C=1C2=C(C(=NC1)OC)OC(=C2)CC (2-Ethyl-7-methoxyfuro[2,3-c]pyridine-4-carboxylic acid (2,4,6-trifluorophenyl)amide). Yield: 33.2%. Reaction SMILES: [N+](C1C=CC(O[C:11]([C:13]2[C:14]3[CH:23]=[C:22]([CH2:24][CH3:25])[O:21][C:15]=3[C:16]([O:19][CH3:20])=[N:17][CH:18]=2)=[O:12])=CC=1)([O-])=O.[F:26][C:27]1[CH:33]=[C:32]([F:34])[CH:31]=[C:30]([F:35])[C:28]=1[NH2:29]>>[F:26][C:27]1[CH:33]=[C:32]([F:34])[CH:31]=[C:30]([F:35])[C:28]=1[NH:29][C:11]([C:13]1[C:14]2[CH:23]=[C:22]([CH2:24][CH3:25])[O:21][C:15]=2[C:16]([O:19][CH3:20])=[N:17][CH:18]=1)=[O:12]. Reported procedure: Starting from 2-ethyl-7-methoxyfuro[2,3-c]pyridine-4-carboxylic acid 4-nitrophenyl ester (0.20 g) and 2,4,6-trifluoroaniline (0.18 g). Purification by column chromatography on silica with 30% ethyl acetate in hexane followed by trituration with ether gave the title compound (0.068 g) as a white solid. Reactants: C(OCC1=CC=C(C=C1)SC)(OCC1=CC=C(C=C1)[N+](=O)[O-])=O (p-(methylthio)benzyl p-nitrobenzyl carbonate), C(Cl)Cl (CH2Cl2). Reaction conditions: temperature 5 celsius, time 30 minute. Product: C(OCC1=CC=C(C=C1)SCCl)(OCC1=CC=C(C=C1)[N+](=O)[O-])=O (p-[(Chloromethyl)thio]benzyl p-nitrobenzyl carbonate). Reaction SMILES: [C:1](=[O:23])([O:12][CH2:13][C:14]1[CH:19]=[CH:18][C:17]([N+:20]([O-:22])=[O:21])=[CH:16][CH:15]=1)[O:2][CH2:3][C:4]1[CH:9]=[CH:8][C:7]([S:10][CH3:11])=[CH:6][CH:5]=1.C(Cl)[Cl:25]>>[C:1](=[O:23])([O:12][CH2:13][C:14]1[CH:19]=[CH:18][C:17]([N+:20]([O-:22])=[O:21])=[CH:16][CH:15]=1)[O:2][CH2:3][C:4]1[CH:5]=[CH:6][C:7]([S:10][CH2:11][Cl:25])=[CH:8][CH:9]=1. Procedure details: A cold (5° C.) solution of p-(methylthio)benzyl p-nitrobenzyl carbonate (1.0 g, 3 mmol) in CH2Cl2 (50 mL) was treated dropwise (2 min) with S02Cl2 (0.425 g, 3.15 mmol). After stirring the resulting solution for 30 min at 5° C., the solvent was evaporated to leave the title compound as an oil which solidified (1.10 g yield, 99.7%). The solid was used without purification in the next step.